This data is from the Open Reaction Database (ORD), a public repository of structured organic reaction records. The task is: describe an organic reaction: reactants, conditions, products, and yield Starting materials: C(CN1CCOCC1)(=C)[B-](F)(F)F, c1(cc(c2c(c1Cl)C(N(CC2)Cc1c(cc(nc1OCc1ccccc1)C)C)=O)Cl)Br. Reagents/catalysts: c1ccc(cc1)-c2c3ccccc3cc4ccccc24 (9-Phenylanthracene), [F-].[Cs+] (CsF), O (water), [Pd].P(c1ccccc1)(c1ccccc1)c1ccccc1.P(c1ccccc1)(c1ccccc1)c1ccccc1.P(c1ccccc1)(c1ccccc1)c1ccccc1.P(c1ccccc1)(c1ccccc1)c1ccccc1 (Pd(P(Ph)3)4)). Solvent: CC1=CC=CC=C1 (Toluene). Conditions: temperature 90 celsius, time 18 hour. The product is Cc1cc(C)c(CN2CCc3c(Cl)cc(C(=C)CN4CCOCC4)c(Cl)c3C2=O)c(OCc5ccccc5)n1. As a reaction SMILES: [CH3:1][c:2]1[n:30][c:21]([O:22][CH2:23][c:24]2[cH:29][cH:28][cH:27][cH:26][cH:25]2)[c:6]([CH2:7][N:8]3[C:19](=[O:20])[c:18]([c:11]4[CH2:10][CH2:9]3)[c:16]([Cl:17])[c:15](Br)[cH:14][c:12]4[Cl:13])[c:4]([CH3:5])[cH:3]1.F[B-]([C:31]([CH2:33][N:34]1[CH2:39][CH2:38][O:37][CH2:36][CH2:35]1)=[CH2:32])(F)F>>[CH3:1][c:2]1[n:30][c:21]([O:22][CH2:23][c:24]2[cH:29][cH:28][cH:27][cH:26][cH:25]2)[c:6]([CH2:7][N:8]3[C:19](=[O:20])[c:18]([c:11]4[CH2:10][CH2:9]3)[c:16]([Cl:17])[c:15]([C:31]([CH2:33][N:34]5[CH2:39][CH2:38][O:37][CH2:36][CH2:35]5)=[CH2:32])[cH:14][c:12]4[Cl:13])[c:4]([CH3:5])[cH:3]1.